Dataset: the Open Reaction Database (ORD), a public repository of structured organic reaction records. Task: describe an organic reaction: reactants, conditions, products, and yield Starting materials: C(C)(C)(C)OC(NC(CN)C1=CC=CC=C1)=O (2-amino-1-phenyl-ethyl-carbamic acid tert-butylester), BrCCCC1=CC=C(C=C1)OC (1-(3-Bromo-propyl)-4-methoxy-benzene), C([O-])([O-])=O.[K+].[K+] (potassium carbonate), [I-].[Na+] (sodium iodide). The solvent is C(C)#N (acetonitrile), C(C)(=O)O (acetic acid). Yields the product C(C)(C)(C)OC(NC(CN(CCCC1=CC=C(C=C1)OC)CCCC1=CC=C(C=C1)OC)C1=CC=CC=C1)=O ((2-{Bis-[3-(4-methoxy-phenyl)-propyl]-amino}-1-phenyl-ethyl)-carbamic acid tert-butyl ester). Reaction SMILES: [C:1]([O:5][C:6](=[O:17])[NH:7][CH:8]([C:11]1[CH:16]=[CH:15][CH:14]=[CH:13][CH:12]=1)[CH2:9][NH2:10])([CH3:4])([CH3:3])[CH3:2].Br[CH2:19][CH2:20][CH2:21][C:22]1[CH:27]=[CH:26][C:25]([O:28][CH3:29])=[CH:24][CH:23]=1.[C:30](=[O:33])([O-])[O-].[K+].[K+].[I-].[Na+]>C(#N)C.C(O)(=O)C>[C:1]([O:5][C:6](=[O:17])[NH:7][CH:8]([C:11]1[CH:12]=[CH:13][CH:14]=[CH:15][CH:16]=1)[CH2:9][N:10]([CH2:19][CH2:20][CH2:21][C:22]1[CH:27]=[CH:26][C:25]([O:33][CH3:30])=[CH:24][CH:23]=1)[CH2:19][CH2:20][CH2:21][C:22]1[CH:27]=[CH:26][C:25]([O:28][CH3:29])=[CH:24][CH:23]=1)([CH3:4])([CH3:2])[CH3:3] |f:2.3.4,5.6|. Procedure details: A solution of 2-amino-1-phenyl-ethyl-carbamic acid tert-butylester (47 mg, 0.2 mmol), 1-(3-Bromo-propyl)-4-methoxy-benzene (100 mg, 0.44 mmol), potassium carbonate (82 mg, 0.6 mmol) and sodium iodide (5 mg, 0.03 mmol) in acetonitrile is stirred at 80° C. for one night. The reaction mixture is acidified with acetic acid, concentrated under reduced pressure and the product is purified by preparative HPLC-MS (50° C., gradient: 45-65% MeOH/H2O+0.1% TFA). The solvent is removed under reduced pressure... Reactants: ClC=1C=CC2=C(SC(=C2)S(=O)(=O)N2CC(N(CC2)CC2CCN(CC2)C2=NC(=NC=C2)Cl)=O)C1 (4-(6-chloro-benzo[b]thiophene-2-sulfonyl)-1-[1-(2-chloro-pyrimidin-4-yl)-piperidin-4-ylmethyl]-piperazin-2-one), solution, CNC (dimethylamine). Solvent: C(C)O (ethanol). Reaction conditions: temperature 80 celsius. Product: ClC=1C=CC2=C(SC(=C2)S(=O)(=O)N2CC(N(CC2)CC2CCN(CC2)C2=NC(=NC=C2)N(C)C)=O)C1 (4-(6-chloro-benzo[b]thiophene-2-sulfonyl)-1-[1-(2-dimethylamino-pyrimidin-4-yl)-piperidin-4-ylmethyl]-piperazin-2-one). As a reaction SMILES: [Cl:1][C:2]1[CH:3]=[CH:4][C:5]2[CH:9]=[C:8]([S:10]([N:13]3[CH2:18][CH2:17][N:16]([CH2:19][CH:20]4[CH2:25][CH2:24][N:23]([C:26]5[CH:31]=[CH:30][N:29]=[C:28](Cl)[N:27]=5)[CH2:22][CH2:21]4)[C:15](=[O:33])[CH2:14]3)(=[O:12])=[O:11])[S:7][C:6]=2[CH:34]=1.[CH3:35][NH:36][CH3:37]>C(O)C>[Cl:1][C:2]1[CH:3]=[CH:4][C:5]2[CH:9]=[C:8]([S:10]([N:13]3[CH2:18][CH2:17][N:16]([CH2:19][CH:20]4[CH2:21][CH2:22][N:23]([C:26]5[CH:31]=[CH:30][N:29]=[C:28]([N:36]([CH3:37])[CH3:35])[N:27]=5)[CH2:24][CH2:25]4)[C:15](=[O:33])[CH2:14]3)(=[O:11])=[O:12])[S:7][C:6]=2[CH:34]=1. Procedure: To a solution of 4-(6-chloro-benzo[b]thiophene-2-sulfonyl)-1-[1-(2-chloro-pyrimidin-4-yl)-piperidin-4-ylmethyl]-piperazin-2-one (17 mg, 0.031 mmole) in ethanol (1 mL) is added a 40% solution of dimethylamine (11 mg, 0.094 mmole). This mixture is heated at 80° C. in a sealed tube 16 h. The reaction is concentrated and lyophilized to provide 4-(6-chloro-benzo[b]thiophene-2-sulfonyl)-1-[1-(2-dimethylamino-pyrimidin-4-yl)-piperidin-4-ylmethyl]-piperazin-2-one. 1H NMR (300 MHz, CDCl3) d 7.93-7.84 (m,... Reactants: [OH-].[Na+] (sodium hydroxide), FC(COC1=C(C=CC=C1)O)(F)F (2-(2,2,2-trifluoroethoxy)phenol), BrCCBr (1,2-dibromoethane), Cl (hydrochloric acid). Reaction conditions: temperature 120 celsius, time 8 hour. Yields the product BrCCOC1=C(C=CC=C1)OCC(F)(F)F (1-(2-bromoethoxy)-2-(2,2,2-trifluoroethoxy)benzene). Reaction SMILES: [OH-].[Na+].[F:3][C:4]([F:15])([F:14])[CH2:5][O:6][C:7]1[CH:12]=[CH:11][CH:10]=[CH:9][C:8]=1[OH:13].[Br:16][CH2:17][CH2:18]Br.Cl>>[Br:16][CH2:17][CH2:18][O:13][C:8]1[CH:9]=[CH:10][CH:11]=[CH:12][C:7]=1[O:6][CH2:5][C:4]([F:14])([F:15])[F:3] |f:0.1|. Procedure details: To an aqueous solution (15 ml) of sodium hydroxide (0.63 g) were added 2-(2,2,2-trifluoroethoxy)phenol (2.85 g) and 1,2-dibromoethane (1.68 ml), and the mixture was reacted with stirring at 120° C. for 8 hours. To the reaction mixture was added concentrated hydrochloric acid (1.3 ml), and the mixture was extracted with diethyl ether. The extract was washed with water, dried over anhydrous magnesium sulfate. The solvent was evaporated under reduced pressure, and the residue was purified by medium... The reactants are C1CCNC1, CC(=O)O, CCO, O=Cc1[nH]c2c(c1CCC(=O)O)CCCC2, O=C1Cc2c(cccc2C2CCNCC2)N1. Product: O=C(O)CCc1c(C=C2C(=O)Nc3cccc(C4CCNCC4)c32)[nH]c2c1CCCC2. Reaction SMILES: [CH2:33]1[CH2:34][NH:35][CH2:36][CH2:37]1.[CH3:38][C:39](=[O:40])[OH:41].[CH3:42][CH2:43][OH:44].[CH:17](=[O:18])[c:19]1[nH:20][c:21]2[c:26]([c:27]1[CH2:28][CH2:29][C:30](=[O:31])[OH:32])[CH2:25][CH2:24][CH2:23][CH2:22]2.[NH:1]1[CH2:2][CH2:3][CH:4]([c:7]2[c:8]3[c:12]([cH:13][cH:14][cH:15]2)[NH:11][C:10](=[O:16])[CH2:9]3)[CH2:5][CH2:6]1>>[NH:1]1[CH2:2][CH2:3][CH:4]([c:7]2[c:8]3[c:12]([cH:13][cH:14][cH:15]2)[NH:11][C:10](=[O:16])[C:9]3=[CH:17][c:19]2[nH:20][c:21]3[c:26]([c:27]2[CH2:28][CH2:29][C:30](=[O:31])[OH:32])[CH2:25][CH2:24][CH2:23][CH2:22]3)[CH2:5][CH2:6]1.